From a dataset of the Open Reaction Database (ORD), a public repository of structured organic reaction records. describe an organic reaction: reactants, conditions, products, and yield Starting materials: COC=1C(=C2C=CN(C(C2=CC1)=O)[C@@H](C(=O)N)C)[N+](=O)[O-] ((R)-2-(6-methoxy-5-nitro-1-oxoisoquinolin-2(1H)-yl)propanamide), CO (methanol). The reagents and catalysts are [Pd] (palladium). Reaction conditions: time 3 hour. Yields the product NC1=C2C=CN(C(C2=CC=C1OC)=O)[C@@H](C(=O)N)C ((R)-2-(5-Amino-6-methoxy-1-oxoisoquinolin-2(1H)-yl)propanamide). Reaction SMILES: [CH3:1][O:2][C:3]1[C:4]([N+:19]([O-])=O)=[C:5]2[C:10](=[CH:11][CH:12]=1)[C:9](=[O:13])[N:8]([C@H:14]([CH3:18])[C:15]([NH2:17])=[O:16])[CH:7]=[CH:6]2.CO>[Pd]>[NH2:19][C:4]1[C:3]([O:2][CH3:1])=[CH:12][CH:11]=[C:10]2[C:5]=1[CH:6]=[CH:7][N:8]([C@H:14]([CH3:18])[C:15]([NH2:17])=[O:16])[C:9]2=[O:13]. Procedure: A mixture of (R)-2-(6-methoxy-5-nitro-1-oxoisoquinolin-2(1H)-yl)propanamide (200 mg, 0.0007 mol), methanol (20 mL, 0.5 mol) and palladium, 10% weight on charcoal (21 mg, 0.00017 mol) was stirred under hydrogen (1 atm) for 3 h. The reaction mixture was filtered over celite and the solvent was removed to afford the product as a brown solid. Starting materials: C(C)(C)(C)OC(=O)N1CCC(CC1)N(C)C(C)=O (4-(acetyl-methyl-amino)-piperidine-1-carboxylic acid tert-butyl ester), Cl (HCl). Run in CCOC(=O)C (AcOEt). Reaction conditions: time 16 hour. Yields the product CN(C(C)=O)C1CCNCC1 (N-methyl-N-piperidin-4-yl-acetamide). RXN SMILES: C(OC([N:8]1[CH2:13][CH2:12][CH:11]([N:14]([C:16](=[O:18])[CH3:17])[CH3:15])[CH2:10][CH2:9]1)=O)(C)(C)C.Cl>CCOC(C)=O>[CH3:15][N:14]([CH:11]1[CH2:10][CH2:9][NH:8][CH2:13][CH2:12]1)[C:16](=[O:18])[CH3:17]. Reported procedure: To a solution of 4-(acetyl-methyl-amino)-piperidine-1-carboxylic acid tert-butyl ester (525 mg, 2.05 mmol) in AcOEt (5 ml) was added HCl 3N (4 ml). The reaction mixture was stirred at RT for 16 hrs. Solvent were removed under reduced pressure to gine the expected N-methyl-N-piperidin-4-yl-acetamide as its hydrochloride salt (395 mg, quant.). The reactants are CCOC(=O)CCCBr, CCCCCOc1cccc(O)c1, CN(C)C=O, [H-], [Na+]. Product: CCCCCOc1cccc(OCCCC(=O)OCC)c1. Reaction SMILES: [Br:16][CH2:17][CH2:18][CH2:19][C:20](=[O:21])[O:22][CH2:23][CH3:24].[CH2:3]([CH2:4][CH2:5][CH2:6][CH3:7])[O:8][c:9]1[cH:10][c:11]([OH:15])[cH:12][cH:13][cH:14]1.[CH3:25][N:26]([CH3:27])[CH:28]=[O:29].[H-:2].[Na+:1]>>[CH2:3]([CH2:4][CH2:5][CH2:6][CH3:7])[O:8][c:9]1[cH:10][c:11]([O:15][CH2:17][CH2:18][CH2:19][C:20](=[O:21])[O:22][CH2:23][CH3:24])[cH:12][cH:13][cH:14]1. Reactants: C(C1=CC=CC=C1)N1CC2(CO2)CC1 (5-benzyl-5-aza-1-oxaspiro[2,4]heptane), N (ammonia). Conditions: time 8 hour. Product: NCC1(CN(CC1)CC1=CC=CC=C1)O (3-Aminomethyl-1-benzyl-3-hydroxypyrrolidine). RXN SMILES: [CH2:1]([N:8]1[CH2:14][CH2:13][C:10]2([O:12][CH2:11]2)[CH2:9]1)[C:2]1[CH:7]=[CH:6][CH:5]=[CH:4][CH:3]=1.[NH3:15]>>[NH2:15][CH2:11][C:10]1([OH:12])[CH2:13][CH2:14][N:8]([CH2:1][C:2]2[CH:7]=[CH:6][CH:5]=[CH:4][CH:3]=2)[CH2:9]1. Reported procedure: 9.7 g (51.3 mmol) of 5-benzyl-5-aza-1-oxaspiro[2,4]heptane (U.S. Pat. No. 4,508,724) are added dropwise to 50 ml of ammonia solution (25%) and the mixture is stirred overnight at room temperature. The batch is then concentrated and the residue is distilled.